From a dataset of the Open Reaction Database (ORD), a public repository of structured organic reaction records. describe an organic reaction: reactants, conditions, products, and yield Reactants: [H][H] (hydrogen), C(C1=CC=CC=C1)Br (benzyl bromide), [H-].[Na+] (sodium hydride), NCCCNC1=NC=CC=C1 (2-(3-aminopropylamino)pyridine). Run in CS(=O)C (DMSO), O (water). Conditions: temperature 75 celsius. The product is NCCCN(CC1=CC=CC=C1)C1=NC=CC=C1 (2-[N-(3-aminopropyl)-N-benzylamino]pyridine). RXN SMILES: [H-].[Na+].[NH2:3][CH2:4][CH2:5][CH2:6][NH:7][C:8]1[CH:13]=[CH:12][CH:11]=[CH:10][N:9]=1.[H][H].[CH2:16](Br)[C:17]1[CH:22]=[CH:21][CH:20]=[CH:19][CH:18]=1>CS(C)=O.O>[NH2:3][CH2:4][CH2:5][CH2:6][N:7]([C:8]1[CH:13]=[CH:12][CH:11]=[CH:10][N:9]=1)[CH2:16][C:17]1[CH:22]=[CH:21][CH:20]=[CH:19][CH:18]=1 |f:0.1|. Procedure: A mixture of sodium hydride (0.7 g) and 2-(3-aminopropylamino)pyridine (4.02 g) in DMSO (25 ml) was heated slowly to 75° C. under nitrogen. After the evolution of hydrogen had ceased the solution was cooled to room temperature and benzyl bromide (3.17 ml) added dropwise below 35° C. After a further 30 minutes water was added and the mixture extracted with chloroform. The chloroform extracts were washed with 2N hydrochloric acid, the pH of the aqueous layers ajusted to 4.5 and re-extracted with c... Starting materials: 5, 31, C1(=CC=CC=C1)P(C1=CC=CC=C1)C1=CC=CC=C1 (triphenylphosphine), N(=NC(=O)OC(C)C)C(=O)OC(C)C (diisopropyl azodicarboxylate). The solvent is O1CCCC1 (tetrahydrofuran). Yields the product P(=O)(C1=CC=CC=C1)(C1=CC=CC=C1)C1=CC=CC=C1 (Ph3PO). As a reaction SMILES: [C:1]1([P:7]([C:14]2[CH:19]=[CH:18][CH:17]=[CH:16][CH:15]=2)[C:8]2[CH:13]=[CH:12][CH:11]=[CH:10][CH:9]=2)[CH:6]=[CH:5][CH:4]=[CH:3][CH:2]=1.N(C(OC(C)C)=O)=NC(OC(C)C)=[O:23]>O1CCCC1>[P:7]([C:1]1[CH:2]=[CH:3][CH:4]=[CH:5][CH:6]=1)([C:8]1[CH:13]=[CH:12][CH:11]=[CH:10][CH:9]=1)([C:14]1[CH:15]=[CH:16][CH:17]=[CH:18][CH:19]=1)=[O:23]. Reported procedure: To a solution of 5 (94 mg, 0.58 mmol), 31 (120 mg, 0.49 mmol), and triphenylphosphine (321 mg, 1.23 mmol) in tetrahydrofuran (10 mL) at 65° C. under nitrogen was added diisopropyl azodicarboxylate (247 mg, 1.23 mmol). The mixture was cooled to room temperature, concentrated, and purified by chromatography (silica gel, 0-100% ethyl acetate/hexanes) to give crude 32 (230 mg, contained Ph3PO).